Task: describe an organic reaction: reactants, conditions, products, and yield. Dataset: the Open Reaction Database (ORD), a public repository of structured organic reaction records The reactants are 1,1-Carbonyl diimidazole, ClC1=C(C2=CC=C(C=C2C=C1)CN(C)C)CC(=O)O ((2-Chloro-6-dimethylaminomethyl-naphthalen-1-yl)-acetic acid), N (ammonia). The solvent is CN(C)C=O (DMF). Reaction conditions: time 3 hour. The product is ClC1=C(C2=CC=C(C=C2C=C1)CN(C)C)CC(=O)N (2-(2-Chloro-6-dimethylaminomethyl-naphthalen-1-yl)-acetamide). RXN SMILES: [Cl:1][C:2]1[CH:11]=[CH:10][C:9]2[C:4](=[CH:5][CH:6]=[C:7]([CH2:12][N:13]([CH3:15])[CH3:14])[CH:8]=2)[C:3]=1[CH2:16][C:17]([OH:19])=O.[NH3:20]>CN(C=O)C>[Cl:1][C:2]1[CH:11]=[CH:10][C:9]2[C:4](=[CH:5][CH:6]=[C:7]([CH2:12][N:13]([CH3:15])[CH3:14])[CH:8]=2)[C:3]=1[CH2:16][C:17]([NH2:20])=[O:19]. Reported procedure: (2-Chloro-6-dimethylaminomethyl-naphthalen-1-yl)-acetic acid (276 mg, 0.99 mmol) is dissolved under an atmosphere of argon in DMF (3 ml). 1,1-Carbonyl diimidazole (177 mg, 1.09 mmol) is added, and the clear solution is stirred at RT for 3 h. A conc. aqueous solution of ammonia (25%, 6 ml) is added, and stirring is continued for 10 minutes at RT. TLC analysis indicates complete consumption of starting material. The reaction mixture is poured on water. The aqueous layer is extracted with EtOAc, wh... Reactants: CCN=C=NCCCN(C)C, CN(C)C=O, O=C(O)C1CN(C(=O)c2ccc(Cl)s2)CO1, Cl, Nc1ccc(N2CCOCC2=O)cc1, [Na+], O=C([O-])O. Product: O=C(Nc1ccc(N2CCOCC2=O)cc1)C1CN(C(=O)c2ccc(Cl)s2)CO1. RXN SMILES: [CH3:2][N:3]([CH3:4])[CH2:5][CH2:6][CH2:7][N:8]=[C:9]=[N:10][CH2:11][CH3:12].[CH3:48][N:49]([CH3:50])[CH:51]=[O:52].[Cl:13][c:14]1[cH:15][cH:16][c:17]([C:19](=[O:20])[N:21]2[CH2:22][O:23][CH:24]([C:26](=[O:27])[OH:28])[CH2:25]2)[s:18]1.[ClH:1].[NH2:29][c:30]1[cH:31][cH:32][c:33]([N:36]2[C:37](=[O:42])[CH2:38][O:39][CH2:40][CH2:41]2)[cH:34][cH:35]1.[Na+:43].[OH:44][C:45](=[O:46])[O-:47]>>[Cl:13][c:14]1[cH:15][cH:16][c:17]([C:19](=[O:20])[N:21]2[CH2:22][O:23][CH:24]([C:26](=[O:28])[NH:29][c:30]3[cH:31][cH:32][c:33]([N:36]4[C:37](=[O:42])[CH2:38][O:39][CH2:40][CH2:41]4)[cH:34][cH:35]3)[CH2:25]2)[s:18]1.